Dataset: the Open Reaction Database (ORD), a public repository of structured organic reaction records. Task: describe an organic reaction: reactants, conditions, products, and yield Starting materials: C(C)(C)(C)OC(=O)N[C@@H]1C=CC(C1)(C(=O)OC)C(C)(C)O (Methyl (4S)-4-[(tert-butoxycarbonyl)amino]-1-(1-hydroxy-1-methylethyl)cyclopent-2-ene-1-carboxylate). The solvent is C(C)O (ethanol). Run at time 8 hour. Product: C(C)(C)(C)OC(=O)N[C@@H]1CC(CC1)(C(=O)OC)C(C)(C)O (Methyl (3S)-3-[(tert-Butoxycarbonyl)amino]-1-(1-hydroxy-1-methylethyl)cyclopentanecarboxylate). Isolated yield 74.8%. As a reaction SMILES: [C:1]([O:5][C:6]([NH:8][C@H:9]1[CH2:13][C:12]([C:18]([OH:21])([CH3:20])[CH3:19])([C:14]([O:16][CH3:17])=[O:15])[CH:11]=[CH:10]1)=[O:7])([CH3:4])([CH3:3])[CH3:2]>C(O)C>[C:1]([O:5][C:6]([NH:8][C@H:9]1[CH2:10][CH2:11][C:12]([C:18]([OH:21])([CH3:20])[CH3:19])([C:14]([O:16][CH3:17])=[O:15])[CH2:13]1)=[O:7])([CH3:4])([CH3:2])[CH3:3]. Procedure details: Methyl (4S)-4-[(tert-butoxycarbonyl)amino]-1-(1-hydroxy-1-methylethyl)cyclopent-2-ene-1-carboxylate (1.4 g, 4.7 mmol) was dissolved in ethanol (30 mL) in a Parr flask and purged with N2. 10% Palladium on carbon (0.14 g) was added and the mixture was shaken overnight under nitrogen at 50 psi. The mixture was filtered through celite, washed with methylene chloride and concentrated to give the desired product (1.06 g, 86%). Reactants: C(C)(C)(C)C=1C=C(C2=C(C(C=C(O2)C)=O)C1)C(C)(C)C (6,8-di-t-butyl-2-methyl-4-oxo-4H-1-benzopyran), [Se](=O)=O (selenium dioxide), 60, O (water), O1CCOCC1 (dioxan). Solvent: C(Cl)(Cl)Cl (chloroform). Yields the product C(C)(C)(C)C=1C=C(C2=C(C(C=C(O2)C(=O)O)=O)C1)C(C)(C)C (6,8-di-t-butyl-4-oxo-4H-1-benzopyran-2-carboxylic acid). As a reaction SMILES: [C:1]([C:5]1[CH:6]=[C:7]([C:17]([CH3:20])([CH3:19])[CH3:18])[C:8]2OC(C)=[CH:11][C:10](=[O:15])[C:9]=2[CH:16]=1)([CH3:4])([CH3:3])[CH3:2].[Se](=O)=[O:22].[OH2:24].[O:25]1[CH2:30][CH2:29]OCC1>C(Cl)(Cl)Cl>[C:1]([C:5]1[CH:6]=[C:7]([C:17]([CH3:18])([CH3:19])[CH3:20])[C:8]2[O:24][C:29]([C:30]([OH:25])=[O:22])=[CH:11][C:10](=[O:15])[C:9]=2[CH:16]=1)([CH3:2])([CH3:4])[CH3:3]. Procedure details: A solution of 2.72 parts of 6,8-di-t-butyl-2-methyl-4-oxo-4H-1-benzopyran and 4.44 parts of selenium dioxide in a mixture of 60 parts of water and 250 parts by volume of dioxan was heated under gentle reflux for 12 hours. After cooling, the solution was filtered and the solvents were evaporated from the filtrate. The residue thus produced was dissolved in 250 parts by volume of chloroform and the resulting solution was extracted with 3 portions of 100 parts of a solution containing 5 parts of so...